Dataset: the Open Reaction Database (ORD), a public repository of structured organic reaction records. Task: describe an organic reaction: reactants, conditions, products, and yield Reactants: CS(=O)(=O)N1CCN(CC1)CC1=CC2=C(N=C(N=C2N2CCOCC2)SC)S1 (6-(4-methanesulfonyl-piperazin-1-ylmethyl)-2-methylsulfanyl-4-morpholin-4-yl-thieno[2,3-d]pyrimidine), CNC1=NC=C(C=N1)[Sn](CCCC)(CCCC)CCCC (methyl-(5-tributylstannanyl-pyrimidin-2-yl)-amine). Reagents/catalysts: CSC.[Cu]Br (copper(I)bromide-dimethyl sulfide), C=1C=CC(=CC1)[P](C=2C=CC=CC2)(C=3C=CC=CC3)[Pd]([P](C=4C=CC=CC4)(C=5C=CC=CC5)C=6C=CC=CC6)([P](C=7C=CC=CC7)(C=8C=CC=CC8)C=9C=CC=CC9)[P](C=1C=CC=CC1)(C=1C=CC=CC1)C=1C=CC=CC1 (tetrakis(triphenylphosphine)palladium). Solvent: C(C)(=O)OCC (ethyl acetate), COCCOC (1,2-dimethoxyethane). Conditions: time 10 minute. Yields the product CNC1=NC=C(C=N1)C=1N=C(C2=C(N1)SC(=C2)CN2CCN(CC2)S(=O)(=O)C)N2CCOCC2 (N-methyl-5-(6-((4-(methylsulfonyl)piperazin-1-yl)methyl)-4-morpholinothieno[2,3-d]pyrimidin-2-yl)pyrimidin-2-amine). Reaction SMILES: [CH3:1][S:2]([N:5]1[CH2:10][CH2:9][N:8]([CH2:11][C:12]2[S:28][C:15]3[N:16]=[C:17](SC)[N:18]=[C:19]([N:20]4[CH2:25][CH2:24][O:23][CH2:22][CH2:21]4)[C:14]=3[CH:13]=2)[CH2:7][CH2:6]1)(=[O:4])=[O:3].[CH3:29][NH:30][C:31]1[N:36]=[CH:35][C:34]([Sn](CCCC)(CCCC)CCCC)=[CH:33][N:32]=1>COCCOC.C(OCC)(=O)C.CSC.[Cu]Br.C1C=CC([P]([Pd]([P](C2C=CC=CC=2)(C2C=CC=CC=2)C2C=CC=CC=2)([P](C2C=CC=CC=2)(C2C=CC=CC=2)C2C=CC=CC=2)[P](C2C=CC=CC=2)(C2C=CC=CC=2)C2C=CC=CC=2)(C2C=CC=CC=2)C2C=CC=CC=2)=CC=1>[CH3:29][NH:30][C:31]1[N:36]=[CH:35][C:34]([C:17]2[N:18]=[C:19]([N:20]3[CH2:21][CH2:22][O:23][CH2:24][CH2:25]3)[C:14]3[CH:13]=[C:12]([CH2:11][N:8]4[CH2:7][CH2:6][N:5]([S:2]([CH3:1])(=[O:4])=[O:3])[CH2:10][CH2:9]4)[S:28][C:15]=3[N:16]=2)=[CH:33][N:32]=1 |f:4.5,^1:70,72,91,110|. Procedure details: To a solution of 6-(4-methanesulfonyl-piperazin-1-ylmethyl)-2-methylsulfanyl-4-morpholin-4-yl-thieno[2,3-d]pyrimidine (80 mg) in 1,2-dimethoxyethane (10 mL) was added methyl-(5-tributylstannanyl-pyrimidin-2-yl)-amine (143 mg) (prepared as above) and copper(I)bromide-dimethyl sulfide (74 mg) and the reaction mixture was stirred at room temperature for 10 minutes. Tetrakis(triphenylphosphine)palladium (0) (10 mg) was then added and the reaction mixture was heated at reflux for 16 h. After cooling ... The product is C(C)OCCCN1CCC(=CC2=C1C=CC(=C2)C2=CC=C(C=C2)OCCOCCC)C(=O)O (1-(3-ethoxypropyl)-7-[4-(2-propoxyethoxy)phenyl]-2,3-dihydro-1H-1-benzazepine-4-carboxylic acid). Reaction conditions: temperature 50 celsius, time 62 hour. Starting materials: C(C)OCCCN1CCC(=CC2=C1C=CC(=C2)C2=CC=C(C=C2)OCCOCCC)C(=O)OC (methyl 1-(3-ethoxypropyl)-7-[4-(2-propoxyethoxy)phenyl]-2,3-dihydro-1H-1-benzazepine-4-carboxylate), [OH-].[Na+] (sodium hydroxide). Run in C1CCOC1.CO (THF methanol). Reported procedure: To a solution of methyl 1-(3-ethoxypropyl)-7-[4-(2-propoxyethoxy)phenyl]-2,3-dihydro-1H-1-benzazepine-4-carboxylate (475 mg) in a mixture of THF-methanol (5-10 ml) was added 1N sodium hydroxide solution (3.0 ml) at room temperature, and the mixture was stirred at 50° C. for 62 hours. After concentration under reduced pressure, to the mixture was added 1N hydrochloric acid (3.0 ml), and the mixture was extracted with ethyl acetate. The organic layer was washed with saturated brine and dried with ... RXN SMILES: [CH2:1]([O:3][CH2:4][CH2:5][CH2:6][N:7]1[C:13]2[CH:14]=[CH:15][C:16]([C:18]3[CH:23]=[CH:22][C:21]([O:24][CH2:25][CH2:26][O:27][CH2:28][CH2:29][CH3:30])=[CH:20][CH:19]=3)=[CH:17][C:12]=2[CH:11]=[C:10]([C:31]([O:33]C)=[O:32])[CH2:9][CH2:8]1)[CH3:2].[OH-].[Na+]>C1COCC1.CO>[CH2:1]([O:3][CH2:4][CH2:5][CH2:6][N:7]1[C:13]2[CH:14]=[CH:15][C:16]([C:18]3[CH:19]=[CH:20][C:21]([O:24][CH2:25][CH2:26][O:27][CH2:28][CH2:29][CH3:30])=[CH:22][CH:23]=3)=[CH:17][C:12]=2[CH:11]=[C:10]([C:31]([OH:33])=[O:32])[CH2:9][CH2:8]1)[CH3:2] |f:1.2,3.4|. The yield is 84.6%. Reactants: CC(C)(C)OC(=O)N1CCC(C=Cc2cncc(OC3CCOCC3)c2)C1, ClCCl, O=C(O)C(F)(F)F. The product is C(=CC1CCNC1)c1cncc(OC2CCOCC2)c1. As a reaction SMILES: [C:1]([O:2][C:3](=[O:4])[N:8]1[CH2:9][CH:10]([CH:13]=[CH:14][c:15]2[cH:16][n:17][cH:18][c:19]([O:21][CH:22]3[CH2:23][CH2:24][O:25][CH2:26][CH2:27]3)[cH:20]2)[CH2:11][CH2:12]1)([CH3:5])([CH3:6])[CH3:7].[Cl:28][CH2:29][Cl:30].[OH:31][C:32]([C:33]([F:34])([F:35])[F:36])=[O:37]>>[NH:8]1[CH2:9][CH:10]([CH:13]=[CH:14][c:15]2[cH:16][n:17][cH:18][c:19]([O:21][CH:22]3[CH2:23][CH2:24][O:25][CH2:26][CH2:27]3)[cH:20]2)[CH2:11][CH2:12]1. Reactants: C1CCOC1, CC(C)(C)CCOc1ccc(C#N)cn1, Cl. Yields the product CC(C)(C)CCOc1ccc(CN)cn1. Reaction SMILES: [CH2:17]1[O:18][CH2:19][CH2:20][CH2:21]1.[CH3:1][C:2]([CH2:3][CH2:4][O:5][c:6]1[n:7][cH:8][c:9]([C:10]#[N:11])[cH:12][cH:13]1)([CH3:14])[CH3:15].[ClH:16]>>[CH3:1][C:2]([CH2:3][CH2:4][O:5][c:6]1[n:7][cH:8][c:9]([CH2:10][NH2:11])[cH:12][cH:13]1)([CH3:14])[CH3:15]. Starting materials: FC=1C=C(C=CC1)[N+](=O)[O-] (3-fluoronitrobenzene), NCCCN1CCOCC1 (4-(3-aminopropyl)morpholine), O (water). The solvent is CS(=O)C (dimethyl sulfoxide). Conditions: temperature 100 celsius, time 60 hour. Product: N1(CCOCC1)CCCNC1=CC(=CC=C1)[N+](=O)[O-] (N-3-(morpholin4-yl)propyl-3-nitroaniline). RXN SMILES: F[C:2]1[CH:3]=[C:4]([N+:8]([O-:10])=[O:9])[CH:5]=[CH:6][CH:7]=1.[NH2:11][CH2:12][CH2:13][CH2:14][N:15]1[CH2:20][CH2:19][O:18][CH2:17][CH2:16]1.O>CS(C)=O>[N:15]1([CH2:14][CH2:13][CH2:12][NH:11][C:2]2[CH:7]=[CH:6][CH:5]=[C:4]([N+:8]([O-:10])=[O:9])[CH:3]=2)[CH2:20][CH2:19][O:18][CH2:17][CH2:16]1. Procedure: 28.2 g 3-fluoronitrobenzene and 158.4 g 4-(3-aminopropyl)morpholine were dissolved in 300 ml dimethyl sulfoxide, and the batch was stirred for 60 h at 100° C. After cooling, the batch was poured into 1 l water. The mixture was extracted several times with methyl tert-butyl ether, and the combined organic phases were reduced to dryness on a rotary evaporator. The product obtained was an orange-brown oil.